Dataset: the Open Reaction Database (ORD), a public repository of structured organic reaction records. Task: describe an organic reaction: reactants, conditions, products, and yield Reactants: C[C@]12CC[C@H]3[C@H]([C@@H]1CCC2=O)CCC4=C3C=CC(=C4)OC (estrone methyl ether), NCCC1=NC=CC=C1 (2-(2-aminoethyl)-pyridine), [OH-].[Na+] (NaOH). The solvent is C(=O)O (formic acid). Yields the product C(=O)N[C@@H]1[C@]2(C)[C@@H](CC1)[C@@H]1CCC=3C=C(C=CC3[C@H]1CC2)OC (N-Formyl-3-methoxyestra-1,3,5(10)-trien-17β-amine). Reaction SMILES: [CH3:1][C@@:2]12[C:10](=O)[CH2:9][CH2:8][C@H:7]1[C@@H:6]1[CH2:12][CH2:13][C:14]3[CH:19]=[C:18]([O:20][CH3:21])[CH:17]=[CH:16][C:15]=3[C@H:5]1[CH2:4][CH2:3]2.NCCC1C=CC=[CH:27][N:26]=1.[OH-:31].[Na+]>C(O)=O>[CH:27]([NH:26][C@H:10]1[CH2:9][CH2:8][C@H:7]2[C@H:6]3[C@H:12]([CH2:4][CH2:3][C@:2]12[CH3:1])[C:13]1[CH:14]=[CH:19][C:18]([O:20][CH3:21])=[CH:17][C:16]=1[CH2:15][CH2:5]3)=[O:31] |f:2.3|. Procedure: A mixture of estrone methyl ether (14.2 g) and 2-(2-aminoethyl)-pyridine(24 ml, 24.4 g) is stirred and cooled in an ice bath. To this mixture, formic acid (97-98%, 11.5 ml) is added in portions. The mixture is then heated in an oil bath (180°-190° C. bath temp.) for 24 hours. The mixture is poured onto ice, treated with NaOH, and extracted with methylene chloride (3×). The extracts are dried (Na2SO4), filtered, and concentrated to give a solid. The solid is crystallized from methylene chloride-h...